Dataset: the Open Reaction Database (ORD), a public repository of structured organic reaction records. Task: describe an organic reaction: reactants, conditions, products, and yield Starting materials: BrCCC=C(CCC)C (1-Bromo-4-methyl-3-heptene). Reagents/catalysts: [Pt]=O (platinum oxide). The solvent is C(C)(=O)O (acetic acid). The product is BrCCCC(CCC)C (1-Bromo-4-methylheptane). Isolated yield 70.0%. RXN SMILES: [Br:1][CH2:2][CH2:3][CH:4]=[C:5]([CH3:9])[CH2:6][CH2:7][CH3:8]>C(O)(=O)C.[Pt]=O>[Br:1][CH2:2][CH2:3][CH2:4][CH:5]([CH3:9])[CH2:6][CH2:7][CH3:8]. Procedure: This was prepared from compound (1) in 70% yield by hydrogenation over platinum oxide in glacial acetic acid: b.p. 67°-70° C. at 8.5 mm; NMR (CDCl3) 0.86 (t, CH3CH2), 0.87 (d, CH3CH), 3.40 (m, 2H, CH2CH2Br)). The IR and NMR spectra of the compound were in complete agreement with the assigned structure and reported values. Reactants: C([O-])([O-])=O.[Cs+].[Cs+] (cesium carbonate), BrC(C(=O)OCC)(C)C (ethyl 2-bromo-2-methylpropanoate), OC1=C(C=C(C=C1)C(C)=O)C (1-(4-hydroxy-3-methylphenyl)ethanone), BrC(C(=O)OCC)(C)C (ethyl 2-bromo-2-methylpropanoate). Yields the product C(C)(=O)C1=CC(=C(OC(C(=O)OCC)(C)C)C=C1)C (ethyl 2-(4-acetyl-2-methylphenoxy)-2-methylpropanoate). Procedure details: A suspension of 1-(4-hydroxy-3-methylphenyl)ethanone (20.1 g) in acetonitrile (200 ml) was added to a suspension of cesium carbonate (86.6 g) in acetonitrile (400 ml) and the mixture stirred under nitrogen at room temperature for 2 minutes. ethyl 2-bromo-2-methylpropanoate (33 g) was added and the mixture stirred for 25 hours, further ethyl 2-bromo-2-methylpropanoate (33 g) was added and the mixture stirred for a further 16 hours. The mixture was filtered and the filtrate concentrated to give an... Run in C(C)#N (acetonitrile), C(C)(=O)OCC (ethyl acetate), C(C)#N (acetonitrile). Run at time 2 minute. Reaction SMILES: [OH:1][C:2]1[CH:7]=[CH:6][C:5]([C:8](=[O:10])[CH3:9])=[CH:4][C:3]=1[CH3:11].C(=O)([O-])[O-].[Cs+].[Cs+].Br[C:19]([CH3:26])([CH3:25])[C:20]([O:22][CH2:23][CH3:24])=[O:21]>C(#N)C.C(OCC)(=O)C>[C:8]([C:5]1[CH:6]=[CH:7][C:2]([O:1][C:19]([CH3:26])([CH3:25])[C:20]([O:22][CH2:23][CH3:24])=[O:21])=[C:3]([CH3:11])[CH:4]=1)(=[O:10])[CH3:9] |f:1.2.3|. Starting materials: O=C([O-])[O-], CC#N, Fc1cccc(Oc2ncnc(F)c2F)c1, [K+], [K+], O, CON=C(C(=O)OC)c1ccccc1O. Yields the product CON=C(C(=O)OC)c1ccccc1Oc1ncnc(Oc2cccc(F)c2)c1F. RXN SMILES: [C:1](=[O:2])([O-:3])[O-:4].[CH3:39][C:40]#[N:41].[F:22][c:23]1[cH:24][c:25]([O:26][c:27]2[n:28][cH:29][n:30][c:31]([F:34])[c:32]2[F:33])[cH:35][cH:36][cH:37]1.[K+:5].[K+:6].[OH2:38].[OH:7][c:8]1[c:9]([C:14]([C:15](=[O:16])[O:17][CH3:18])=[N:19][O:20][CH3:21])[cH:10][cH:11][cH:12][cH:13]1>>[O:7]([c:8]1[c:9]([C:14]([C:15](=[O:16])[O:17][CH3:18])=[N:19][O:20][CH3:21])[cH:10][cH:11][cH:12][cH:13]1)[c:31]1[n:30][cH:29][n:28][c:27]([O:26][c:25]2[cH:24][c:23]([F:22])[cH:37][cH:36][cH:35]2)[c:32]1[F:33]. Reactants: C(C1=CC=CC=C1)(=O)N[C@H](C(CN[C@@H](C)C(=O)N1[C@H](C(=O)OC(C)(C)C)CCC1)=O)CC1=CC=CC=C1 (1-[N-[(S)-3-(Benzoylamino)-2-oxo-4-phenylbutyl]-L-alanyl]-L-proline, 1,1-dimethylethyl ester), C(CCC)O.C(C)(=O)O.O (butanol acetic acid water), Cl.N1[C@H](C(=O)O)CCC1 (L-proline, monohydrochloride), CO (methanol). The solvent is Cl (hydrogen chloride), C(C)(=O)O (acetic acid). Reaction conditions: time 30 minute. Product: Cl.C(C1=CC=CC=C1)(=O)N[C@H](C(CN[C@@H](C)C(=O)N1[C@H](C(=O)O)CCC1)=O)CC1=CC=CC=C1 (1-[N-[(S)-3-(Benzoylamino)-2-oxo-4-phenylbutyl]-L-alanyl]-L-proline, monohydrochloride). As a reaction SMILES: [C:1]([NH:9][C@@H:10]([CH2:31][C:32]1[CH:37]=[CH:36][CH:35]=[CH:34][CH:33]=1)[C:11](=[O:30])[CH2:12][NH:13][C@H:14]([C:16]([N:18]1[CH2:29][CH2:28][CH2:27][C@H:19]1[C:20]([O:22]C(C)(C)C)=[O:21])=[O:17])[CH3:15])(=[O:8])[C:2]1[CH:7]=[CH:6][CH:5]=[CH:4][CH:3]=1.[ClH:38].N1CCC[C@H]1C(O)=O.CO.C(O)CCC.C(O)(=O)C.O>Cl.C(O)(=O)C>[ClH:38].[C:1]([NH:9][C@@H:10]([CH2:31][C:32]1[CH:33]=[CH:34][CH:35]=[CH:36][CH:37]=1)[C:11](=[O:30])[CH2:12][NH:13][C@H:14]([C:16]([N:18]1[CH2:29][CH2:28][CH2:27][C@H:19]1[C:20]([OH:22])=[O:21])=[O:17])[CH3:15])(=[O:8])[C:2]1[CH:7]=[CH:6][CH:5]=[CH:4][CH:3]=1 |f:1.2,4.5.6,9.10|. Procedure: 1-[N-[(S)-3-(Benzoylamino)-2-oxo-4-phenylbutyl]-L-alanyl]-L-proline, 1,1-dimethylethyl ester (740 mg., 1.46 mmole) is dissolved in a solution of hydrogen chloride in acetic acid (1.5N, 10 ml.) and kept at room temperature for 30 minutes. It is then concentrated, taken into water, filtered and lyophilized to obtain 600 mg. of 1-[N-(S)-3-(benzoylamino)-2-oxo-4-phenylbutyl]-L-alanyl]-L-proline, monohydrochloride; m.p. 83°-163°; [α]D25 =-109° (c=1.04, methanol). Rf 0.6 (silica gel; butanol/acetic ac... Starting materials: BrC=1C=C(C(=NC1)N1CCOCC1)NC1=C(C(=NC2=CC(=CC(=C12)F)F)C1=NC=CC=C1)C (N-(5-bromo-2-morpholinopyridin-3-yl)-5,7-difluoro-3-methyl-2-(pyridin-2-yl)quinolin-4-amine), CC1(OB(OC1(C)C)B1OC(C(O1)(C)C)(C)C)C (4,4,4′,4′,5,5,5′,5′-octamethyl-2,2′-bi(1,3,2-dioxaborolane)), C(C)(=O)[O-].[K+] (potassium acetate). Reagents/catalysts: C1CCC(CC1)P(C2CCCCC2)C3CCCCC3.C1CCC(CC1)P(C2CCCCC2)C3CCCCC3.[Pd] (bis(tricyclohexylphosphine)palladium(o)). Run in O1CCOCC1 (1,4-dioxane). Run at temperature 93 celsius, time 24 hour. Product: FC1=C2C(=C(C(=NC2=CC(=C1)F)C1=NC=CC=C1)C)NC=1C=C(C=NC1N1CCOCC1)B(O)O (5-(5,7-difluoro-3-methyl-2-(pyridin-2-yl)quinolin-4-ylamino)-6-morpholinopyridin-3-ylboronic acid). Reaction SMILES: Br[C:2]1[CH:3]=[C:4]([NH:14][C:15]2[C:24]3[C:19](=[CH:20][C:21]([F:26])=[CH:22][C:23]=3[F:25])[N:18]=[C:17]([C:27]3[CH:32]=[CH:31][CH:30]=[CH:29][N:28]=3)[C:16]=2[CH3:33])[C:5]([N:8]2[CH2:13][CH2:12][O:11][CH2:10][CH2:9]2)=[N:6][CH:7]=1.CC1(C)C(C)(C)[O:38][B:37](B2OC(C)(C)C(C)(C)O2)[O:36]1.C([O-])(=O)C.[K+]>C1CCC(P(C2CCCCC2)C2CCCCC2)CC1.C1CCC(P(C2CCCCC2)C2CCCCC2)CC1.[Pd].O1CCOCC1>[F:25][C:23]1[CH:22]=[C:21]([F:26])[CH:20]=[C:19]2[C:24]=1[C:15]([NH:14][C:4]1[CH:3]=[C:2]([B:37]([OH:38])[OH:36])[CH:7]=[N:6][C:5]=1[N:8]1[CH2:13][CH2:12][O:11][CH2:10][CH2:9]1)=[C:16]([CH3:33])[C:17]([C:27]1[CH:32]=[CH:31][CH:30]=[CH:29][N:28]=1)=[N:18]2 |f:2.3,4.5.6|. Procedure: A solution of N-(5-bromo-2-morpholinopyridin-3-yl)-5,7-difluoro-3-methyl-2-(pyridin-2-yl)quinolin-4-amine (395 mg, 0.77 mmol; described herein), 4,4,4′,4′,5,5,5′,5′-octamethyl-2,2′-bi(1,3,2-dioxaborolane) (215 mg, 0.85 mmol), bis(tricyclohexylphosphine)palladium(o) (25.7 mg, 0.039 mmol), potassium acetate (113 mg, 1.16 mmol), and 1,4-dioxane (10.6 mL) was stirred at 93° C. for 24 h. The reaction was then cooled to rt and partitioned between EtOAc and water. The organic layer was dried (magnesium... Starting materials: N([C@H](CC1=CNC2=CC=CC=C12)C(=O)N1[C@@H](C(=O)O)CCC1)C(=O)OC(C)(C)C.N1CC(CCC1)C(=O)N (Boc-DTrp-DPro 3-piperidinamide). Run in C(Cl)Cl (CH2Cl2). The product is N[C@H](CC1=CNC2=CC=CC=C12)C(=O)N1[C@@H](C(=O)O)CCC1.CC1CN(CCC1)C(=O)N (DTrp-DPro 3-methylpiperidinamide). Isolated yield 68.3%. As a reaction SMILES: [NH:1](C(OC(C)(C)C)=O)[C@@H:2]([C:13]([N:15]1[CH2:22][CH2:21][CH2:20][C@@H:16]1[C:17]([OH:19])=[O:18])=[O:14])[CH2:3][C:4]1[C:12]2[C:7](=[CH:8][CH:9]=[CH:10][CH:11]=2)[NH:6][CH:5]=1.[NH:30]1[CH2:35][CH2:34][CH2:33][CH:32]([C:36](N)=O)[CH2:31]1>C(Cl)Cl>[NH2:1][C@@H:2]([C:13]([N:15]1[CH2:22][CH2:21][CH2:20][C@@H:16]1[C:17]([OH:19])=[O:18])=[O:14])[CH2:3][C:4]1[C:12]2[C:7](=[CH:8][CH:9]=[CH:10][CH:11]=2)[NH:6][CH:5]=1.[CH3:36][CH:32]1[CH2:33][CH2:34][CH2:35][N:30]([C:13]([NH2:15])=[O:14])[CH2:31]1 |f:0.1,3.4|. Procedure details: Under N2 atmosphere, the Boc-DTrp-DPro-3-piperidinamide was dissolved in 25 ml of CH2Cl2 and 10 ml of trifluoracetic was added while being stirred. The reaction mixture was stirred for 30 min. All volatiles were removed under vacuum and the residue was dissolved in 30 ml of CH2Cl2 and washed with 10 ml saturated NaHCO3 aqueous solution. The organic layer was removed and the aqueous layer was extracted with CH2Cl2 (3×20 ml). The organic layer was dried over anhydrous sodium sulfate, filtered and ... Starting materials: C(CCC)C=1N(C(N(N1)C1=C(C=CC=C1)Cl)=O)CC1=CC=C(C=C1)C1=C(C=CC=C1)S(N)(=O)=O (5-n-butyl-2-(2-chlorophenyl)-2,4-dihydro-4-[(2'-sulfamoylbiphenyl-4-yl)methyl]-3H-1,2,4-triazol-3-one), FC1=CC=C(C(=O)Cl)C=C1 (4-fluorobenzoyl chloride). Run in C(Cl)Cl (CH2Cl2). The product is C(CCC)C=1N(C(N(N1)C1=C(C=CC=C1)Cl)=O)CC1=CC=C(C=C1)C1=C(C=CC=C1)S(NC(C1=CC=C(C=C1)F)=O)(=O)=O (5-n-Butyl-2-(2-chlorophenyl)-2,4-dihydro-4-[[2'-[N-(4-fluorobenzoyl)sulfamoyl]biphenyl-4-yl]methyl]-3H-1,2,4-triazol-3-one). The yield is 80.0%. Reaction SMILES: [CH2:1]([C:5]1[N:6]([CH2:18][C:19]2[CH:24]=[CH:23][C:22]([C:25]3[CH:30]=[CH:29][CH:28]=[CH:27][C:26]=3[S:31](=[O:34])(=[O:33])[NH2:32])=[CH:21][CH:20]=2)[C:7](=[O:17])[N:8]([C:10]2[CH:15]=[CH:14][CH:13]=[CH:12][C:11]=2[Cl:16])[N:9]=1)[CH2:2][CH2:3][CH3:4].[F:35][C:36]1[CH:44]=[CH:43][C:39]([C:40](Cl)=[O:41])=[CH:38][CH:37]=1>C(Cl)Cl>[CH2:1]([C:5]1[N:6]([CH2:18][C:19]2[CH:24]=[CH:23][C:22]([C:25]3[CH:30]=[CH:29][CH:28]=[CH:27][C:26]=3[S:31](=[O:33])(=[O:34])[NH:32][C:40](=[O:41])[C:39]3[CH:43]=[CH:44][C:36]([F:35])=[CH:37][CH:38]=3)=[CH:21][CH:20]=2)[C:7](=[O:17])[N:8]([C:10]2[CH:15]=[CH:14][CH:13]=[CH:12][C:11]=2[Cl:16])[N:9]=1)[CH2:2][CH2:3][CH3:4]. Procedure: By the procedure of Example 13, Step C, 5-n-butyl-2-(2-chlorophenyl)-2,4-dihydro-4-[(2'-sulfamoylbiphenyl-4-yl)methyl]-3H-1,2,4-triazol-3-one (from Example 13, Step B) was reacted with 4-fluorobenzoyl chloride. Column chromatography on silica gel (gradient elution with 0.5-5% MeOH in CH2Cl2) afforded an 80% yield of the title compound as cream-colored crystals, mp 118°-120° C., satisfactory purity by TLC in 9:1 CH2Cl2 --MeOH; mass spectrum (FAB) m/e 619 (M+1)+